From a dataset of the Open Reaction Database (ORD), a public repository of structured organic reaction records. describe an organic reaction: reactants, conditions, products, and yield The reactants are COC(=O)CC(=O)Nc1ccc(OCc2cccc(F)c2)c(OC)c1, CO, N. Yields the product COc1cc(NC(=O)CC(N)=O)ccc1OCc1cccc(F)c1. Reaction SMILES: [CH3:1][O:2][C:3]([CH2:4][C:5](=[O:6])[NH:7][c:8]1[cH:9][c:10]([O:23][CH3:24])[c:11]([O:14][CH2:15][c:16]2[cH:17][c:18]([F:22])[cH:19][cH:20][cH:21]2)[cH:12][cH:13]1)=[O:25].[CH3:27][OH:28].[NH3:26]>>[O:2]=[C:3]([CH2:4][C:5](=[O:6])[NH:7][c:8]1[cH:9][c:10]([O:23][CH3:24])[c:11]([O:14][CH2:15][c:16]2[cH:17][c:18]([F:22])[cH:19][cH:20][cH:21]2)[cH:12][cH:13]1)[NH2:26]. RXN SMILES: [Cl:41][CH2:42][Cl:43].[F:34][C:35]([F:36])([F:37])[C:38]([OH:39])=[O:40].[O:1]([c:2]1[cH:3][cH:4][cH:5][cH:6][cH:7]1)[c:8]1[cH:9][cH:10][c:11]([NH:14][c:15]2[cH:16][c:17]([NH:21][CH:22]3[CH2:23][N:24]([C:27]([O:28][C:29]([CH3:30])([CH3:31])[CH3:32])=[O:33])[CH2:25][CH2:26]3)[n:18][cH:19][n:20]2)[cH:12][cH:13]1>>[O:1]([c:2]1[cH:3][cH:4][cH:5][cH:6][cH:7]1)[c:8]1[cH:9][cH:10][c:11]([NH:14][c:15]2[cH:16][c:17]([NH:21][CH:22]3[CH2:23][NH:24][CH2:25][CH2:26]3)[n:18][cH:19][n:20]2)[cH:12][cH:13]1. Reactants: ClCCl, O=C(O)C(F)(F)F, CC(C)(C)OC(=O)N1CCC(Nc2cc(Nc3ccc(Oc4ccccc4)cc3)ncn2)C1. Product: c1ccc(Oc2ccc(Nc3cc(NC4CCNC4)ncn3)cc2)cc1. Product: C(C1=CC=CC=C1)=NN1C(=NC=2C=NC=3C=CC=CC3C21)COCC (N-benzylidene-(2-ethoxymethy-1H-imidazo[4,5-c]quinolin-1-yl)amine). Procedure details: A solution of 2-ethoxymethy-1H-imidazo[4,5-c]quinolin-1-amine (1.50 g, 6.19 mmol) in 50 mL of isopropanol was treated with benzaldehyde (0.66 mL, 6.50 mmol) and 10 mg of p-toluenesulfonic acid. The reaction mixture was heated to 120° C. for 3 d. The reaction mixture was cooled, and a precipitate started to form. The reaction mixture was treated with Et2O and then filtered to give N-benzylidene-(2-ethoxymethy-1H-imidazo[4,5-c]quinolin-1-yl)amine (1.21 g) as a gray solid. RXN SMILES: [CH2:1]([O:3][CH2:4][C:5]1[N:6]([NH2:18])[C:7]2[C:16]3[CH:15]=[CH:14][CH:13]=[CH:12][C:11]=3[N:10]=[CH:9][C:8]=2[N:17]=1)[CH3:2].[CH:19](=O)[C:20]1[CH:25]=[CH:24][CH:23]=[CH:22][CH:21]=1.CCOCC>C(O)(C)C.C1(C)C=CC(S(O)(=O)=O)=CC=1>[CH:19](=[N:18][N:6]1[C:7]2[C:16]3[CH:15]=[CH:14][CH:13]=[CH:12][C:11]=3[N:10]=[CH:9][C:8]=2[N:17]=[C:5]1[CH2:4][O:3][CH2:1][CH3:2])[C:20]1[CH:25]=[CH:24][CH:23]=[CH:22][CH:21]=1. Solvent: C(C)(C)O (isopropanol). Reaction conditions: temperature 120 celsius. The reagents and catalysts are C1(=CC=C(C=C1)S(=O)(=O)O)C (p-toluenesulfonic acid). The reactants are CCOCC (Et2O), C(C)OCC=1N(C2=C(C=NC=3C=CC=CC23)N1)N (2-ethoxymethy-1H-imidazo[4,5-c]quinolin-1-amine), C(C1=CC=CC=C1)=O (benzaldehyde). The yield is 59.2%. Reactants: CC(C)(C)ONC(=O)C1CCCCN1S(=O)(=O)N1CCC(C(=O)c2ccc(Cl)cc2)CC1, ClCCCl. The product is O=C(c1ccc(Cl)cc1)C1CCN(S(=O)(=O)N2CCCCC2C(=O)NO)CC1. As a reaction SMILES: [C:1]([CH3:2])([CH3:3])([CH3:4])[O:5][NH:6][C:7](=[O:8])[CH:9]1[N:10]([S:15](=[O:16])(=[O:17])[N:18]2[CH2:19][CH2:20][CH:21]([C:24]([c:25]3[cH:26][cH:27][c:28]([Cl:31])[cH:29][cH:30]3)=[O:32])[CH2:22][CH2:23]2)[CH2:11][CH2:12][CH2:13][CH2:14]1.[Cl:33][CH2:34][CH2:35][Cl:36]>>[OH:5][NH:6][C:7](=[O:8])[CH:9]1[N:10]([S:15](=[O:16])(=[O:17])[N:18]2[CH2:19][CH2:20][CH:21]([C:24]([c:25]3[cH:26][cH:27][c:28]([Cl:31])[cH:29][cH:30]3)=[O:32])[CH2:22][CH2:23]2)[CH2:11][CH2:12][CH2:13][CH2:14]1. The reactants are COC(C)=O, CC(=O)OC(C)=O, CC(=O)O, CC(C)=O. The product is CC(=O)OC(C)OC(C)=O. RXN SMILES: [C:5]([O:6][CH3:7])(=[O:8])[CH3:9].[CH3:10][C:11](=[O:12])[O:13][C:14]([CH3:15])=[O:16].[CH3:17][C:18](=[O:19])[OH:20].[CH3:1][C:2]([CH3:3])=[O:4]>>[CH3:1][C:2](=[O:4])[O:16][CH:14]([O:13][C:11]([CH3:10])=[O:12])[CH3:15]. The reactants are C(C)OC(COC1=C(C=C(C=C1)OC(C)C=1C(=NC(=CC1)C1=CC=C(C=C1)C(F)(F)F)C)C)=O ([rac]-(2-methyl-4-{1-[2-methyl-6-(4-trifluoromethyl-phenyl)-pyridin-3-yl]-ethoxy}-phenoxy)-acetic acid ethyl ester), ClC(C)C=1C(=NC(=CC1)C1=CC=C(C=C1)C(F)(F)F)C ([rac]-3-(1-chloro-ethyl)-2-methyl-6-(4-trifluoromethyl-phenyl)-pyridine), ClC(CC)C=1C(=NC(=CC1)C1=CC=C(C=C1)C(F)(F)F)C ([rac]-3-(1-chloro-propyl)-2-methyl-6-(4-trifluoromethyl-phenyl)-pyridine). The product is CC1=C(OCC(=O)O)C=CC(=C1)OC(C)C=1C(=NC(=CC1)C1=CC=C(C=C1)C(F)(F)F)C ([rac]-(2-Methyl-4-{1-[2-methyl-6-(4-trifluoromethyl-phenyl)-pyridin-3-yl]-ethoxy}-phenoxy)-acetic acid). As a reaction SMILES: C([O:3][C:4](=[O:34])[CH2:5][O:6][C:7]1[CH:12]=[CH:11][C:10]([O:13][CH:14]([C:16]2[C:17]([CH3:32])=[N:18][C:19]([C:22]3[CH:27]=[CH:26][C:25]([C:28]([F:31])([F:30])[F:29])=[CH:24][CH:23]=3)=[CH:20][CH:21]=2)[CH3:15])=[CH:9][C:8]=1[CH3:33])C.ClC(C1C(C)=NC(C2C=CC(C(F)(F)F)=CC=2)=CC=1)C.ClC(C1C(C)=NC(C2C=CC(C(F)(F)F)=CC=2)=CC=1)CC>>[CH3:33][C:8]1[CH:9]=[C:10]([O:13][CH:14]([C:16]2[C:17]([CH3:32])=[N:18][C:19]([C:22]3[CH:23]=[CH:24][C:25]([C:28]([F:31])([F:30])[F:29])=[CH:26][CH:27]=3)=[CH:20][CH:21]=2)[CH3:15])[CH:11]=[CH:12][C:7]=1[O:6][CH2:5][C:4]([OH:34])=[O:3]. Procedure details: A] The title compound was prepared in analogy to example 49, via [rac]-(2-methyl-4-{1-[2-methyl-6-(4-trifluoromethyl-phenyl)-pyridin-3-yl]-ethoxy}-phenoxy)-acetic acid ethyl ester, but using in step A] [rac]-3-(1-chloro-ethyl)-2-methyl-6-(4-trifluoromethyl-phenyl)-pyridine (example 17C]) instead of [rac]-3-(1-chloro-propyl)-2-methyl-6-(4-trifluoromethyl-phenyl)-pyridine as off-white foam. Starting materials: C(C)(C)(C)C1=NN=C(S1)N1C(N(CCC1O)C)=O (Tetrahydro-1-(5-t-butyl-1,3,4-thiadiazol-2-yl)-3-methyl-6-hydroxy-2(1H)-pyrimidinone), ClC(=O)OCC1=CC=CC=C1 (benzyl chloroformate). Run in N1=CC=CC=C1 (pyridine), N1=CC=CC=C1 (pyridine). Conditions: time 15 minute. Product: C(C)(C)(C)C1=NN=C(S1)N1C(N(CCC1OC(=O)OCC1=CC=CC=C1)C)=O (tetrahydro-1-(5-t-butyl-1,3,4-thiadiazol-2-yl)-3-methyl-6-benzyloxycarbonyloxy-2(1H)-primidinone). As a reaction SMILES: [C:1]([C:5]1[S:9][C:8]([N:10]2[CH:15]([OH:16])[CH2:14][CH2:13][N:12]([CH3:17])[C:11]2=[O:18])=[N:7][N:6]=1)([CH3:4])([CH3:3])[CH3:2].Cl[C:20]([O:22][CH2:23][C:24]1[CH:29]=[CH:28][CH:27]=[CH:26][CH:25]=1)=[O:21]>N1C=CC=CC=1>[C:1]([C:5]1[S:9][C:8]([N:10]2[CH:15]([O:16][C:20]([O:22][CH2:23][C:24]3[CH:29]=[CH:28][CH:27]=[CH:26][CH:25]=3)=[O:21])[CH2:14][CH2:13][N:12]([CH3:17])[C:11]2=[O:18])=[N:7][N:6]=1)([CH3:4])([CH3:2])[CH3:3]. Procedure details: Tetrahydro-1-(5-t-butyl-1,3,4-thiadiazol-2-yl)-3-methyl-6-hydroxy-2(1H)-pyrimidinone (0.05 mole) dissolved in pyridine (80 ml) is charged into a glass reaction vessel equipped with a mechanical stirrer and thermometer. The solution is cooled to a temperature of about 10° C. and benzyl chloroformate (0.06 mole) dissolved in pyridine (25 ml) is slowly added with stirring over a period of about 15 minutes. After the addition is completed, the reaction mixture is warmed to room temperature and is st...